From a dataset of the Open Reaction Database (ORD), a public repository of structured organic reaction records. describe an organic reaction: reactants, conditions, products, and yield Reactants: N1(C=NC=C1)CCCN (3-Imidazol-1-yl-propylamine), C(CCCC)=O (pentanal), C(C)OC(C(CC1=CC=CC=C1)=O)=O (2-Oxo-3-phenyl-propionic acid ethylester). Solvent: C(C)O (ethanol). Run at temperature 50 celsius, time 24 hour. The product is C(CCC)C1C(=C(C(N1CCCN1C=NC=C1)=O)O)C1=CC=CC=C1 (5-Butyl-3-hydroxy-1-(3-imidazol-1-yl-propyl)-4-phenyl-1,5-dihydro-pyrrol-2-one). Reaction SMILES: [N:1]1([CH2:6][CH2:7][CH2:8][NH2:9])[CH:5]=[CH:4][N:3]=[CH:2]1.[CH:10](=O)[CH2:11][CH2:12][CH2:13][CH3:14].C(O[C:19](=[O:29])[C:20](=[O:28])[CH2:21][C:22]1[CH:27]=[CH:26][CH:25]=[CH:24][CH:23]=1)C>C(O)C>[CH2:11]([CH:10]1[N:9]([CH2:8][CH2:7][CH2:6][N:1]2[CH:5]=[CH:4][N:3]=[CH:2]2)[C:19](=[O:29])[C:20]([OH:28])=[C:21]1[C:22]1[CH:23]=[CH:24][CH:25]=[CH:26][CH:27]=1)[CH2:12][CH2:13][CH3:14]. Procedure: 3-Imidazol-1-yl-propylamine (1 mmol) and pentanal (1 mmol) were added to ethanol (5 ml). After 30 min 2-Oxo-3-phenyl-propionic acid ethylester (1 mmol) was added. The reaction was heated to 50° C. and stirred for 24 h. After evaporation of the solvent the residue was purified with chromatographic methods. The reactants are N12CC(C(CC1)CC2)O (3-Quinuclidinol), COC=1C=C(C=CC1)N=C=O (3-methoxyphenyl isocyanate). Product: N12CC(C(CC1)CC2)OC(NC2=CC(=CC=C2)OC)=O (N-(3-Methoxyphenyl)carbamic Acid 1-azabicyclo[2.2.2]octan-3-yl Ester). The yield is 60.0%. RXN SMILES: [N:1]12[CH2:8][CH2:7][CH:4]([CH2:5][CH2:6]1)[CH:3]([OH:9])[CH2:2]2.[CH3:10][O:11][C:12]1[CH:13]=[C:14]([N:18]=[C:19]=[O:20])[CH:15]=[CH:16][CH:17]=1>>[N:1]12[CH2:8][CH2:7][CH:4]([CH2:5][CH2:6]1)[CH:3]([O:9][C:19](=[O:20])[NH:18][C:14]1[CH:15]=[CH:16][CH:17]=[C:12]([O:11][CH3:10])[CH:13]=1)[CH2:2]2. Procedure details: 3-Quinuclidinol and 3-methoxyphenyl isocyanate were used. The reaction solution was evaporated under reduced pressure, and the residual solid was recrystallized from ethyl acetate to afford the title compound (60%) as a white solid: mp 130.5-132.0° C.; FAB LRMS m /z (relative intensity, %) 278 (18), 277 (MH+, 100). Reactants: C([O-])([O-])=O.[Na+].[Na+] (sodium carbonate), ClC=1C=C2C(=CNC2=CC1)CCNC(C1=CC=C(C=C1)I)=O (N-(2-(5-chloro-1H-indol-3-yl)ethyl)-4-iodobenzamide), COC1=C(C=CC=C1)B(O)O (2-methoxyphenylboronic acid). The reagents and catalysts are C=1C=CC(=CC1)[P](C=2C=CC=CC2)(C=3C=CC=CC3)[Pd]([P](C=4C=CC=CC4)(C=5C=CC=CC5)C=6C=CC=CC6)([P](C=7C=CC=CC7)(C=8C=CC=CC8)C=9C=CC=CC9)[P](C=1C=CC=CC1)(C=1C=CC=CC1)C=1C=CC=CC1 (tetrakis(triphenylphosphine)palladium). Run in C(OC)COC (dimethoxyethane), O (water). Product: eluent, ClC=1C=C2C(=CNC2=CC1)CCNC(=O)C1=CC=C(C=C1)C1=C(C=CC=C1)OC (N-(2-(5-chloro-1H-indol-3-yl)ethyl)-2′-methoxybiphenyl-4-carboxamide). Yield: 87.0%. Reaction SMILES: [Cl:1][C:2]1[CH:3]=[C:4]2[C:8](=[CH:9][CH:10]=1)[NH:7][CH:6]=[C:5]2[CH2:11][CH2:12][NH:13][C:14](=[O:22])[C:15]1[CH:20]=[CH:19][C:18](I)=[CH:17][CH:16]=1.[CH3:23][O:24][C:25]1[CH:30]=[CH:29][CH:28]=[CH:27][C:26]=1B(O)O.C(=O)([O-])[O-].[Na+].[Na+]>C(COC)OC.O.C1C=CC([P]([Pd]([P](C2C=CC=CC=2)(C2C=CC=CC=2)C2C=CC=CC=2)([P](C2C=CC=CC=2)(C2C=CC=CC=2)C2C=CC=CC=2)[P](C2C=CC=CC=2)(C2C=CC=CC=2)C2C=CC=CC=2)(C2C=CC=CC=2)C2C=CC=CC=2)=CC=1>[Cl:1][C:2]1[CH:3]=[C:4]2[C:8](=[CH:9][CH:10]=1)[NH:7][CH:6]=[C:5]2[CH2:11][CH2:12][NH:13][C:14]([C:15]1[CH:20]=[CH:19][C:18]([C:26]2[CH:27]=[CH:28][CH:29]=[CH:30][C:25]=2[O:24][CH3:23])=[CH:17][CH:16]=1)=[O:22] |f:2.3.4,^1:50,52,71,90|. Procedure details: N-(2-(5-chloro-1H-indol-3-yl)ethyl)-2′-methoxybiphenyl-4-carboxamide was prepared according to method B with N-(2-(5-chloro-1H-indol-3-yl)ethyl)-4-iodobenzamide (0.075 g; 0.176 mmol), 2-methoxyphenylboronic acid (0.028 g; 0.180 mmol), tetrakis(triphenylphosphine)palladium (0.010 g; 0.009 mmol), sodium carbonate (0.037 g; 0.353 mmol), in dimethoxyethane (3 mL) and water (1 mL), irradiated in a microwave oven at 130° C. for 15 minutes. Flash chromatography on silica gel (eluent 1 to 20% ethyl acet...